From a dataset of the Open Reaction Database (ORD), a public repository of structured organic reaction records. describe an organic reaction: reactants, conditions, products, and yield Yields the product C(C)(CC)C1=C(C(=CC=C1)CC)\C=N\C(C(C)C)C(C)C (rac-(E)-[1-(2-sec-Butyl-6-ethyl-phenyl)-methylidene]-(1-isopropyl-2-methyl-propyl)-amine). RXN SMILES: [CH2:1]([C:3]1[CH:8]=[CH:7][CH:6]=[C:5](OC)[C:4]=1/[CH:11]=[N:12]/[CH:13]([CH:17]([CH3:19])[CH3:18])[CH:14]([CH3:16])[CH3:15])[CH3:2].[CH:20]([Li])([CH2:22][CH3:23])[CH3:21]>>[CH:20]([C:5]1[CH:6]=[CH:7][CH:8]=[C:3]([CH2:1][CH3:2])[C:4]=1/[CH:11]=[N:12]/[CH:13]([CH:14]([CH3:15])[CH3:16])[CH:17]([CH3:19])[CH3:18])([CH2:22][CH3:23])[CH3:21]. Reported procedure: rac-(E)-[1-(2-sec-Butyl-6-ethyl-phenyl)-methylidene]-(1-isopropyl-2-methyl-propyl)-amine was prepared from (E)-[1-(2-ethyl-6-methoxy-phenyl)-methylidene]-(1-isopropyl-2-methyl-propyl)-amine (Example 3 a) and sec.-butyl lithium in analogy to procedure Example 5 a): colourless liquid: MS (ISP): 288.1 ((M+H)+.). Reactants: C(C)C1=C(C(=CC=C1)OC)\C=N\C(C(C)C)C(C)C ((E)-[1-(2-ethyl-6-methoxy-phenyl)-methylidene]-(1-isopropyl-2-methyl-propyl)-amine), C(C)(CC)[Li] (sec.-butyl lithium). The reactants are C1(=CC=CC=C1)S(=O)(=O)N1C2=CC=CC=C2C=2C=CC=C(C12)N1C2=CC=CC=C2C=2C=CC=C(C12)C(=O)OC (methyl 9-benzenesulfonyl-9H-[1,9′]bicarbazolyl-1′-carboxylate), [OH-].[K+] (potassium hydroxide), Cl (HCl). The solvent is CS(=O)C (dimethyl sulfoxide), O (water). Yields the product C1(=CC=CC=2C3=CC=CC=C3NC12)N1C2=CC=CC=C2C=2C=CC=C(C12)C(=O)OC (methyl 9H-[1,9′]bicarbazolyl-1′-carboxylate). RXN SMILES: C1(S([N:10]2[C:22]3[C:21]([N:23]4[C:35]5[C:34]([C:36]([O:38][CH3:39])=[O:37])=[CH:33][CH:32]=[CH:31][C:30]=5[C:29]5[C:24]4=[CH:25][CH:26]=[CH:27][CH:28]=5)=[CH:20][CH:19]=[CH:18][C:17]=3[C:16]3[C:11]2=[CH:12][CH:13]=[CH:14][CH:15]=3)(=O)=O)C=CC=CC=1.[OH-].[K+].Cl>CS(C)=O.O>[C:21]1([N:23]2[C:35]3[C:34]([C:36]([O:38][CH3:39])=[O:37])=[CH:33][CH:32]=[CH:31][C:30]=3[C:29]3[C:24]2=[CH:25][CH:26]=[CH:27][CH:28]=3)[C:22]2[NH:10][C:11]3[C:16](=[CH:15][CH:14]=[CH:13][CH:12]=3)[C:17]=2[CH:18]=[CH:19][CH:20]=1 |f:1.2|. Procedure details: 65 g (123 mmol) of methyl 9-benzenesulfonyl-9H-[1,9′]bicarbazolyl-1′-carboxylate and 48 g (856 mmol) of potassium hydroxide in 65 ml of dimethyl sulfoxide and 21 ml of water are heated at 60° C. for 1 h. The mixture is subsequently cooled to room temperature, neutralised using 1 M HCl solution and extracted with dichloromethane. The solvent is evaporated in vacuo, and the residue is purified by chromatography (heptane/ethyl acetate 10:1). Yield: 45 g (116 mmol), 95% of theory. The reactants are C(C)OC(=O)C1=CN(C2=CC(=C(C=C2C1=O)F)C(CBr)=O)CC (7-bromoacetyl-1-ethyl-6-fluoro-1,4-dihydro-4-oxo-3-quinolinecarboxylic acid ethyl ester), C(C)(=O)N(CC)CC(=S)N (2-(N-acetyl-N-ethylamino)thioacetamide). Solvent: C(C)O (ethanol). Yields the product C(C)OC(=O)C1=CN(C2=CC(=C(C=C2C1=O)F)C=1N=C(SC1)CN(CC)C(C)=O)CC (1-ethyl-7-[2-[(N-acetyl-N-ethylamino)methyl]-4-thiazolyl]-6-fluoro-1,4-dihydro-4-oxo-3-quinolinecarboxylic acid ethyl ester). As a reaction SMILES: [CH2:1]([O:3][C:4]([C:6]1[C:15](=[O:16])[C:14]2[C:9](=[CH:10][C:11]([C:18](=O)[CH2:19]Br)=[C:12]([F:17])[CH:13]=2)[N:8]([CH2:22][CH3:23])[CH:7]=1)=[O:5])[CH3:2].[C:24]([N:27]([CH2:30][C:31]([NH2:33])=[S:32])[CH2:28][CH3:29])(=[O:26])[CH3:25]>C(O)C>[CH2:1]([O:3][C:4]([C:6]1[C:15](=[O:16])[C:14]2[C:9](=[CH:10][C:11]([C:18]3[N:33]=[C:31]([CH2:30][N:27]([C:24](=[O:26])[CH3:25])[CH2:28][CH3:29])[S:32][CH:19]=3)=[C:12]([F:17])[CH:13]=2)[N:8]([CH2:22][CH3:23])[CH:7]=1)=[O:5])[CH3:2]. Procedure: According to example 30, reacting 7-bromoacetyl-1-ethyl-6-fluoro-1,4-dihydro-4-oxo-3-quinolinecarboxylic acid ethyl ester with 2-(N-acetyl-N-ethylamino)thioacetamide in ethanol gave 1-ethyl-7-[2-[(N-acetyl-N-ethylamino)methyl]-4-thiazolyl]-6-fluoro-1,4-dihydro-4-oxo-3-quinolinecarboxylic acid ethyl ester, mp 160°-161° C. which was then hydrolyzed in refluxing 6N hydrochloric acid to afford the title compound, mp 289°-300° C. (dec). The reactants are COC(=O)C(C)c1ccc(-n2cc(Cl)cn2)c(Cl)c1, CCO, [K+], [OH-], O. Product: CC(C(=O)O)c1ccc(-n2cc(Cl)cn2)c(Cl)c1. Reaction SMILES: [CH3:1][O:2][C:3]([CH:4]([CH3:5])[c:6]1[cH:7][c:8]([Cl:18])[c:9](-[n:12]2[n:13][cH:14][c:15]([Cl:17])[cH:16]2)[cH:10][cH:11]1)=[O:19].[CH3:23][CH2:24][OH:25].[K+:21].[OH-:20].[OH2:22]>>[O:2]=[C:3]([CH:4]([CH3:5])[c:6]1[cH:7][c:8]([Cl:18])[c:9](-[n:12]2[n:13][cH:14][c:15]([Cl:17])[cH:16]2)[cH:10][cH:11]1)[OH:19]. Starting materials: C(C(C)C)[Mg]Cl (isobutyl magnesium chloride), CC1(COC(OC1)C1=CC=C(C2=CC=CC=C12)C=O)C (4-(5,5-dimethyl-1,3-dioxan-2-yl)-1-naphthaldehyde), solution, CCOCC.[Mg+2].[Br-].[Br-] (Magnesium bromide diethyl etherate). Solvent: C(C)OCC (diethyl ether), CO (methanol), O (water), Cl (HCl), C(C)OCC (diethyl ether). Run at time 16 hour. Yields the product CC1(COC(OC1)C1=CC=C(C2=CC=CC=C12)C(CC(C)C)O)C (1-[4-(5,5-Dimethyl-1,3-dioxan-2-yl)-1-naphthyl]-3-methyl-1-butanol). Yield: 36.0%. As a reaction SMILES: [CH3:1][C:2]1([CH3:20])[CH2:7][O:6][CH:5]([C:8]2[C:17]3[C:12](=[CH:13][CH:14]=[CH:15][CH:16]=3)[C:11]([CH:18]=[O:19])=[CH:10][CH:9]=2)[O:4][CH2:3]1.CCOCC.[Mg+2].[Br-].[Br-].[CH2:29]([Mg]Cl)[CH:30]([CH3:32])[CH3:31]>C(OCC)C.CO.O.Cl>[CH3:1][C:2]1([CH3:20])[CH2:3][O:4][CH:5]([C:8]2[C:17]3[C:12](=[CH:13][CH:14]=[CH:15][CH:16]=3)[C:11]([CH:18]([OH:19])[CH2:29][CH:30]([CH3:32])[CH3:31])=[CH:10][CH:9]=2)[O:6][CH2:7]1 |f:1.2.3.4|. Procedure: 4-(5,5-dimethyl-1,3-dioxan-2-yl)-1-naphthaldehyde (4.0 g, 14.8 mmol) was dissolved in diethyl ether (80 mL). Magnesium bromide diethyl etherate (2.8 g, 10.8 mol) was added followed by a 2M solution of isobutyl magnesium chloride in diethyl ether (8.0 mL, 16 mmol). The mixture was stirred at room temperature for 16 hours, diluted with methanol (1 mL), water (1 mL), and 1 N HCl (20 mL). The phases were separated, and the aqueous phase was extracted with ether (3×50 mL). The combined organic extrac... Starting materials: BrC1=C(OC[C@@H]2NCCC2)C=CC=C1 ((2R)-2-[(2-Bromophenoxy)methyl]pyrrolidine), C([O-])([O-])=O.[K+].[K+] (potassium carbonate), CI (methyl iodide). The solvent is CN(C=O)C (dimethylformamide). Product: BrC1=C(OC[C@@H]2N(CCC2)C)C=CC=C1 ((2R)-2-[(2-Bromophenoxy)methyl]-1-methylpyrrolidine). Yield: 38.6%. As a reaction SMILES: [Br:1][C:2]1[CH:14]=[CH:13][CH:12]=[CH:11][C:3]=1[O:4][CH2:5][C@H:6]1[CH2:10][CH2:9][CH2:8][NH:7]1.[C:15](=O)([O-])[O-].[K+].[K+].CI>CN(C)C=O>[Br:1][C:2]1[CH:14]=[CH:13][CH:12]=[CH:11][C:3]=1[O:4][CH2:5][C@H:6]1[CH2:10][CH2:9][CH2:8][N:7]1[CH3:15] |f:1.2.3|. Reported procedure: (2R)-2-[(2-Bromophenoxy)methyl]pyrrolidine (1.84 g), potassium carbonate (1.09 g) and methyl iodide (0.49 ml) were stirred in dimethylformamide (10 ml) for 2 h at room temperature. The mixture was concentrated in vacuo and water added (50 ml). The mixture was extracted with diethyl ether (3×30 ml). The organic portions were combined and washed with water (2×20 ml), brine (2×20 ml) and dried (MgSO4) and concentrated in vacuo yielding the title compound as a pale orange oil (0.75 g).